From a dataset of the Open Reaction Database (ORD), a public repository of structured organic reaction records. describe an organic reaction: reactants, conditions, products, and yield Reactants: Cc1ccccc1, OC1CN2CCC1CC2, [Na], CCOC(=O)C(O)(C#Cc1ccccc1)c1ccccc1. Yields the product O=C(OC1CN2CCC1CC2)C(O)(C#Cc1ccccc1)c1ccccc1. Reaction SMILES: [CH3:32][c:33]1[cH:34][cH:35][cH:36][cH:37][cH:38]1.[N:1]12[CH2:2][CH:3]([OH:9])[CH:4]([CH2:5][CH2:6]1)[CH2:7][CH2:8]2.[Na:10].[c:11]1([C:17]([C:18](=[O:19])[O:20][CH2:21][CH3:22])([OH:23])[C:24]#[C:25][c:26]2[cH:27][cH:28][cH:29][cH:30][cH:31]2)[cH:12][cH:13][cH:14][cH:15][cH:16]1>>[N:1]12[CH2:2][CH:3]([O:9][C:18]([C:17]([c:11]3[cH:12][cH:13][cH:14][cH:15][cH:16]3)([OH:23])[C:24]#[C:25][c:26]3[cH:27][cH:28][cH:29][cH:30][cH:31]3)=[O:19])[CH:4]([CH2:5][CH2:6]1)[CH2:7][CH2:8]2. The reactants are BrCC(CC(=O)NCC(=O)OC)O (methyl 2-(4-bromo-3-hydroxybutanamido)acetate), C1(=CC=C(C=C1)S(=O)(=O)[O-])C.[NH+]1=CC=CC=C1 (pyridinium p-toluenesulphonate), O1CCCC=C1 (dihydropyran). Solvent: C(Cl)Cl (methylene chloride). Reaction conditions: time 20 hour. The product is BrCC(CC(=O)NCC(=O)OC)OC1OCCCC1 (Methyl 2-(4-bromo-3-(tetrahydropyran-2-yloxy)butanamido)acetate). Isolated yield 92.0%. Reaction SMILES: [Br:1][CH2:2][CH:3]([OH:13])[CH2:4][C:5]([NH:7][CH2:8][C:9]([O:11][CH3:12])=[O:10])=[O:6].C1(C)C=CC(S([O-])(=O)=O)=CC=1.[NH+]1C=CC=CC=1.[O:31]1[CH:36]=[CH:35][CH2:34][CH2:33][CH2:32]1>C(Cl)Cl>[Br:1][CH2:2][CH:3]([O:13][CH:32]1[CH2:33][CH2:34][CH2:35][CH2:36][O:31]1)[CH2:4][C:5]([NH:7][CH2:8][C:9]([O:11][CH3:12])=[O:10])=[O:6] |f:1.2|. Procedure: To a solution of 300 mg methyl 2-(4-bromo-3-hydroxybutanamido)acetate in 50 ml methylene chloride are added 30 mg pyridinium p-toluenesulphonate and 1 ml dihydropyran. After stirring at ambient temperature for 20 h, the solvent is evaporated in vacuo and the residue chromatographed on silica, eluting with ether. A colourless oil is obtained in 92% yield, Rf 0.33 (silica gel plates, thickness 0.25, eluent diethyl ether). Starting materials: ClC=1C=C(C=CC1)N1C=CC2=CC=CC(=C12)C(=O)OC (Methyl 1-(3-chlorophenyl)-1H-indole-7-carboxylate), [Li+].[OH-] (LiOH), Cl (HCl). Run in C1CCOC1.CO.O (THF MeOH H2O). Reaction conditions: time 2 day. Product: ClC=1C=C(C=CC1)N1C=CC2=CC=CC(=C12)C(=O)O (1-(3-Chlorophenyl)-1H-indole-7-carboxylic acid). Isolated yield 105.2%. As a reaction SMILES: [Cl:1][C:2]1[CH:3]=[C:4]([N:8]2[C:16]3[C:11](=[CH:12][CH:13]=[CH:14][C:15]=3[C:17]([O:19]C)=[O:18])[CH:10]=[CH:9]2)[CH:5]=[CH:6][CH:7]=1.[Li+].[OH-].Cl>C1COCC1.CO.O>[Cl:1][C:2]1[CH:3]=[C:4]([N:8]2[C:16]3[C:11](=[CH:12][CH:13]=[CH:14][C:15]=3[C:17]([OH:19])=[O:18])[CH:10]=[CH:9]2)[CH:5]=[CH:6][CH:7]=1 |f:1.2,4.5.6|. Procedure: A mixture of the product of Step 1 (0.1 g) and LiOH (3 mL, 1N) in 15 mL of 1:1:1 THF/MeOH/H2O was stirred for two days at room temperature and heated at 55° C. for 20 h. The mixture was cooled and treated with 5 mL of 1N HCl, followed by extraction with 30 mL of EtOAc. The EtOAc extract was dried over Na2SO4, filtered and concentrated to give the crude product (0.1 g) which was used for next step without further purification. Reactants: O=C([O-])[O-], CI, CC(C)=O, CCOC(=O)c1ccc2[nH]c(=O)c(=O)n(Cc3ccc(Cl)cc3Cl)c2c1, [K+], [K+]. Product: CCOC(=O)c1ccc2c(c1)n(Cc1ccc(Cl)cc1Cl)c(=O)c(=O)n2C. RXN SMILES: [C:29](=[O:30])([O-:31])[O-:32].[CH3:27][I:28].[CH3:35][C:36](=[O:37])[CH3:38].[Cl:1][c:2]1[c:3]([CH2:4][n:5]2[c:6](=[O:21])[c:7](=[O:20])[nH:8][c:9]3[cH:10][cH:11][c:12]([C:15](=[O:16])[O:17][CH2:18][CH3:19])[cH:13][c:14]23)[cH:22][cH:23][c:24]([Cl:26])[cH:25]1.[K+:33].[K+:34]>>[Cl:1][c:2]1[c:3]([CH2:4][n:5]2[c:6](=[O:21])[c:7](=[O:20])[n:8]([CH3:29])[c:9]3[cH:10][cH:11][c:12]([C:15](=[O:16])[O:17][CH2:18][CH3:19])[cH:13][c:14]23)[cH:22][cH:23][c:24]([Cl:26])[cH:25]1.